Task: describe an organic reaction: reactants, conditions, products, and yield. Dataset: the Open Reaction Database (ORD), a public repository of structured organic reaction records As a reaction SMILES: [B:28]([Br:29])([Br:30])[Br:31].[CH2:1]([CH3:2])[CH:3]1[N:4]([S:17](=[O:18])(=[O:19])[c:20]2[cH:21][cH:22][c:23]([O:26][CH3:27])[cH:24][cH:25]2)[c:5]2[cH:6][cH:7][cH:8][cH:9][c:10]2-[c:11]2[cH:12][cH:13][cH:14][cH:15][c:16]21.[Cl:32][CH2:33][Cl:34]>>[CH2:1]([CH3:2])[CH:3]1[N:4]([S:17](=[O:18])(=[O:19])[c:20]2[cH:21][cH:22][c:23]([OH:26])[cH:24][cH:25]2)[c:5]2[cH:6][cH:7][cH:8][cH:9][c:10]2-[c:11]2[cH:12][cH:13][cH:14][cH:15][c:16]21. Starting materials: BrB(Br)Br, CCC1c2ccccc2-c2ccccc2N1S(=O)(=O)c1ccc(OC)cc1, ClCCl. Product: CCC1c2ccccc2-c2ccccc2N1S(=O)(=O)c1ccc(O)cc1. The reactants are C, CCO, [H][H], [Pd], Cc1cc(C)c(-c2cccc([N+](=O)[O-])c2C)c(C)c1. The product is Cc1cc(C)c(-c2cccc(N)c2C)c(C)c1. RXN SMILES: [C:25].[CH3:20][CH2:21][OH:22].[H:23][H:24].[Pd:26].[c:1]1([CH3:19])[c:2](-[c:9]2[c:10]([CH3:18])[c:11]([N+:15]([O-:16])=[O:17])[cH:12][cH:13][cH:14]2)[c:3]([CH3:8])[cH:4][c:5]([CH3:7])[cH:6]1>>[c:1]1([CH3:19])[c:2](-[c:9]2[c:10]([CH3:18])[c:11]([NH2:15])[cH:12][cH:13][cH:14]2)[c:3]([CH3:8])[cH:4][c:5]([CH3:7])[cH:6]1.